This data is from the Open Reaction Database (ORD), a public repository of structured organic reaction records. The task is: describe an organic reaction: reactants, conditions, products, and yield The reactants are FC1=CC=C(CC2=CC(=NN2CC(=O)OC)C2=CC=NC=C2)C=C1 (Methyl [5-(4-fluorobenzyl)-3-pyridin-4-yl-1H-pyrazol-1-yl]acetate), C1CCOC1 (THF), [Li+].[OH-] (LiOH). Run in CO (methanol). Conditions: time 1.5 hour. The product is FC1=CC=C(CC2=CC(=NN2CC(=O)O)C2=CC=NC=C2)C=C1 ([5-(4-fluorobenzyl)-3-pyridin-4-yl-1H-pyrazol-1-yl]acetic acid). Yield: 93.7%. Reaction SMILES: [F:1][C:2]1[CH:24]=[CH:23][C:5]([CH2:6][C:7]2[N:11]([CH2:12][C:13]([O:15]C)=[O:14])[N:10]=[C:9]([C:17]3[CH:22]=[CH:21][N:20]=[CH:19][CH:18]=3)[CH:8]=2)=[CH:4][CH:3]=1.C1COCC1.[Li+].[OH-]>CO>[F:1][C:2]1[CH:3]=[CH:4][C:5]([CH2:6][C:7]2[N:11]([CH2:12][C:13]([OH:15])=[O:14])[N:10]=[C:9]([C:17]3[CH:22]=[CH:21][N:20]=[CH:19][CH:18]=3)[CH:8]=2)=[CH:23][CH:24]=1 |f:2.3|. Procedure: A 12 liter, three-neck, round bottom flask equipped with mechanical stirrer was charged with Methyl [5-(4-fluorobenzyl)-3-pyridin-4-yl-1H-pyrazol-1-yl]acetate (235 g, 0.72 mol), THF (3.5 L), methanol (1.2 L), and 2 M LiOH (1.2 L). The resulting solution was stirred at room temperature for 1.5 hours. After LC-MS showed the absence of starting material, the majority of the THF was removed by rotary evaporation. The solution was then acidified with 2 M HCl (pH=3) and the white precipitate was filte... Yields the product 27.4, [Cl-].C[N+](CCCNC=O)(CC(NC1=CC=C(C=C1)[N+](=O)[O-])=O)C (N,N-dimethyl-N-(4-nitrophenyl)carbamylmethyl-N-3-formamidopropylammonium chloride). Reported procedure: In a manner similar to that described above in 1a, and using 14.2 parts of N-(3-dimethylaminopropyl)formamide, 20.0 parts of 2-chloro-4'-nitroacetanilide, and 78 parts of isopropyl alcohol there was obtained 27.4 parts of N,N-dimethyl-N-(4-nitrophenyl)carbamylmethyl-N-3-formamidopropylammonium chloride as a white solid which melted at 195°-196° C. RXN SMILES: [CH3:1][N:2]([CH3:9])[CH2:3][CH2:4][CH2:5][NH:6][CH:7]=[O:8].[Cl:10][CH2:11][C:12]([NH:14][C:15]1[CH:20]=[CH:19][C:18]([N+:21]([O-:23])=[O:22])=[CH:17][CH:16]=1)=[O:13]>C(O)(C)C>[Cl-:10].[CH3:1][N+:2]([CH3:9])([CH2:11][C:12](=[O:13])[NH:14][C:15]1[CH:20]=[CH:19][C:18]([N+:21]([O-:23])=[O:22])=[CH:17][CH:16]=1)[CH2:3][CH2:4][CH2:5][NH:6][CH:7]=[O:8] |f:3.4|. Starting materials: ClCC(=O)NC1=CC=C(C=C1)[N+](=O)[O-] (2-chloro-4'-nitroacetanilide), 1a, CN(CCCNC=O)C (N-(3-dimethylaminopropyl)formamide). The solvent is C(C)(C)O (isopropyl alcohol). The reactants are CCOc1cc(N2CCN(CCS(C)(=O)=O)CC2)c(C)cc1N, O=C(Nc1c(F)cccc1F)c1cccc(-c2nc3ccccn3c2-c2ccnc(Cl)n2)c1, OC(F)(F)CF, Cc1ccc(S(=O)(=O)O)cc1. Product: CCOc1cc(N2CCN(CCS(C)(=O)=O)CC2)c(C)cc1Nc1nccc(-c2c(-c3cccc(C(=O)Nc4c(F)cccc4F)c3)nc3ccccn23)n1. RXN SMILES: [CH3:34][c:35]1[c:36]([N:45]2[CH2:46][CH2:47][N:48]([CH2:51][CH2:52][S:53](=[O:54])(=[O:55])[CH3:56])[CH2:49][CH2:50]2)[cH:37][c:38]([O:42][CH2:43][CH3:44])[c:39]([NH2:41])[cH:40]1.[Cl:1][c:2]1[n:3][cH:4][cH:5][c:6](-[c:8]2[c:9](-[c:17]3[cH:18][c:19]([C:20](=[O:21])[NH:22][c:23]4[c:24]([F:30])[cH:25][cH:26][cH:27][c:28]4[F:29])[cH:31][cH:32][cH:33]3)[n:10][c:11]3[n:12]2[cH:13][cH:14][cH:15][cH:16]3)[n:7]1.[F:68][CH2:69][C:70]([F:71])([F:72])[OH:73].[c:57]1([CH3:58])[cH:59][cH:60][c:61]([S:62]([OH:63])(=[O:64])=[O:65])[cH:66][cH:67]1>>[c:2]1([NH:41][c:39]2[c:38]([O:42][CH2:43][CH3:44])[cH:37][c:36]([N:45]3[CH2:46][CH2:47][N:48]([CH2:51][CH2:52][S:53](=[O:54])(=[O:55])[CH3:56])[CH2:49][CH2:50]3)[c:35]([CH3:34])[cH:40]2)[n:3][cH:4][cH:5][c:6](-[c:8]2[c:9](-[c:17]3[cH:18][c:19]([C:20](=[O:21])[NH:22][c:23]4[c:24]([F:30])[cH:25][cH:26][cH:27][c:28]4[F:29])[cH:31][cH:32][cH:33]3)[n:10][c:11]3[n:12]2[cH:13][cH:14][cH:15][cH:16]3)[n:7]1.